This data is from the Open Reaction Database (ORD), a public repository of structured organic reaction records. The task is: describe an organic reaction: reactants, conditions, products, and yield Reactants: CC1CN(Cc2ccc(N(C)C(=O)c3ccc(Br)cn3)cc2)CCN1C(=O)OC(C)(C)C, Cl[Cu], Oc1cccc(F)c1, CC1CN(Cc2ccc(N(C)C(=O)c3ccc(Oc4ccc(F)cc4)cn3)cc2)CCN1C(=O)OC(C)(C)C. The product is CC1CN(Cc2ccc(N(C)C(=O)c3ccc(Oc4cccc(F)c4)cn3)cc2)CCN1C(=O)OC(C)(C)C. Reaction SMILES: [Br:1][c:2]1[cH:3][cH:4][c:5]([C:8](=[O:9])[N:10]([c:11]2[cH:12][cH:13][c:14]([CH2:17][N:18]3[CH2:19][CH:20]([CH3:31])[N:21]([C:24](=[O:25])[O:26][C:27]([CH3:28])([CH3:29])[CH3:30])[CH2:22][CH2:23]3)[cH:15][cH:16]2)[CH3:32])[n:6][cH:7]1.[Cu:80][Cl:81].[F:33][c:34]1[cH:35][c:36]([OH:40])[cH:37][cH:38][cH:39]1.[F:41][c:42]1[cH:43][cH:44][c:45]([O:46][c:47]2[cH:48][cH:49][c:50]([C:51]([N:52]([CH3:53])[c:54]3[cH:55][cH:56][c:57]([CH2:58][N:59]4[CH2:60][CH2:61][N:62]([C:63]([O:64][C:65]([CH3:66])([CH3:67])[CH3:68])=[O:69])[CH:70]([CH3:71])[CH2:72]4)[cH:73][cH:74]3)=[O:75])[n:76][cH:77]2)[cH:78][cH:79]1>>[c:2]1([O:40][c:36]2[cH:35][c:34]([F:33])[cH:39][cH:38][cH:37]2)[cH:3][cH:4][c:5]([C:8](=[O:9])[N:10]([c:11]2[cH:12][cH:13][c:14]([CH2:17][N:18]3[CH2:19][CH:20]([CH3:31])[N:21]([C:24](=[O:25])[O:26][C:27]([CH3:28])([CH3:29])[CH3:30])[CH2:22][CH2:23]3)[cH:15][cH:16]2)[CH3:32])[n:6][cH:7]1. Reactants: Fc1ccc(C=CCBr)cc1, CCOC(C)=O, CCCCCC, Cc1cc(O)c(C)c(C)c1NC=O. Product: Cc1cc(OCC=Cc2ccc(F)cc2)c(C)c(C)c1NC=O. Reaction SMILES: [Br:14][CH2:15][CH:16]=[CH:17][c:18]1[cH:19][cH:20][c:21]([F:24])[cH:22][cH:23]1.[C:31]([O:32][CH2:33][CH3:34])(=[O:35])[CH3:36].[CH3:25][CH2:26][CH2:27][CH2:28][CH2:29][CH3:30].[OH:1][c:2]1[c:3]([CH3:13])[c:4]([CH3:12])[c:5]([NH:9][CH:10]=[O:11])[c:6]([CH3:8])[cH:7]1>>[O:1]([c:2]1[c:3]([CH3:13])[c:4]([CH3:12])[c:5]([NH:9][CH:10]=[O:11])[c:6]([CH3:8])[cH:7]1)[CH2:15][CH:16]=[CH:17][c:18]1[cH:19][cH:20][c:21]([F:24])[cH:22][cH:23]1.